This data is from the Open Reaction Database (ORD), a public repository of structured organic reaction records. The task is: describe an organic reaction: reactants, conditions, products, and yield The reactants are N1(C=NC=C1)CC=1C=CC(=C(C1)N)[N+](=O)[O-] (5-[(1H-Imidazol-1-yl)methyl]-2-nitrobenzeneamine). The reagents and catalysts are [Pd] (palladium on carbon). Solvent: solution, CN(C=O)C (dimethylformamide), C(C)O (ethanol). The product is N1(C=NC=C1)CC=1C=C(C(=CC1)N)N (4-[(1H-imidazol-1-yl)methyl]benzene-1,2-diamine). The yield is 120.3%. As a reaction SMILES: [N:1]1([CH2:6][C:7]2[CH:8]=[CH:9][C:10]([N+:14]([O-])=O)=[C:11]([NH2:13])[CH:12]=2)[CH:5]=[CH:4][N:3]=[CH:2]1>CN(C)C=O.C(O)C.[Pd]>[N:1]1([CH2:6][C:7]2[CH:12]=[C:11]([NH2:13])[C:10]([NH2:14])=[CH:9][CH:8]=2)[CH:5]=[CH:4][N:3]=[CH:2]1. Procedure: Potassium carbonate (1.18 g, 8.54 mmol) was added to a stirred solution of 4-(bromomethyl)-2-fluoro-1-nitrobenzene (2.0 g, 8.55 mmol) and imidazole (584 mg, 8.58 mmol) in acetonitrile (40 mL), the mixture stirred at room temperature for 3.5 h, the solvent removed under reduced pressure, and the residue partitioned between water and EA. The aqueous layer was extracted three times with EA, then the combined EA layers were extracted three times with 1M hydrochloric acid. The pH of the combined aque... The reactants are CC1(CCN(C2=CC(=CC=C12)[N+](=O)[O-])C(C)=O)C (1-(4,4-dimethyl-7-nitro-3,4-dihydroquinolin-1(2H)-yl)ethanone). The reagents and catalysts are [Pd] (Pd/C). Run in CO (MeOH). Run at time 2 hour. Product: NC1=CC=C2C(CCN(C2=C1)C(C)=O)(C)C (1-(7-amino-4,4-dimethyl-3,4-dihydroquinolin-1(2H)-yl)ethanone). RXN SMILES: [CH3:1][C:2]1([CH3:18])[C:11]2[C:6](=[CH:7][C:8]([N+:12]([O-])=O)=[CH:9][CH:10]=2)[N:5]([C:15](=[O:17])[CH3:16])[CH2:4][CH2:3]1>CO.[Pd]>[NH2:12][C:8]1[CH:7]=[C:6]2[C:11]([C:2]([CH3:18])([CH3:1])[CH2:3][CH2:4][N:5]2[C:15](=[O:17])[CH3:16])=[CH:10][CH:9]=1. Reported procedure: The mixture of 1-(4,4-dimethyl-7-nitro-3,4-dihydroquinolin-1(2H)-yl)ethanone (0.97 g) and Pd/C (10 wt %, 0.20 g) in 10 ml of MeOH was placed under H2 and stirred at RT for 2 h then filtered through a pad of Celite. Removal of the solvents gave 1-(7-amino-4,4-dimethyl-3,4-dihydroquinolin-1(2H)-yl)ethanone as an off-white viscous oil. Starting materials: NC1=NSC(=C1)C1=CC=CC=C1 (3-amino-5-phenylisothiazole), O (water), CN(C(=O)Cl)C (N,N-Dimethylcarbamoyl chloride), [Cl-].[Al+3].[Cl-].[Cl-] (aluminum chloride). The solvent is C1(=CC=CC=C1)C (toluene), C1(=CC=CC=C1)C (toluene). Reaction conditions: time 30 minute. Product: CN(C(=O)NC1=NSC(=C1)C1=CC=CC=C1)C (1,1-dimethyl-3-(5-phenyl-3-isothiazolyl)urea). Isolated yield 96.4%. As a reaction SMILES: [CH3:1][N:2]([CH3:6])[C:3](Cl)=[O:4].[Cl-].[Al+3].[Cl-].[Cl-].[NH2:11][C:12]1[CH:16]=[C:15]([C:17]2[CH:22]=[CH:21][CH:20]=[CH:19][CH:18]=2)[S:14][N:13]=1.O>C1(C)C=CC=CC=1>[CH3:1][N:2]([CH3:6])[C:3]([NH:11][C:12]1[CH:16]=[C:15]([C:17]2[CH:22]=[CH:21][CH:20]=[CH:19][CH:18]=2)[S:14][N:13]=1)=[O:4] |f:1.2.3.4|. Procedure: N,N-Dimethylcarbamoyl chloride (1.29 g) and aluminum chloride (1.60 g) are dissolved in toluene (40 ml), and the mixture is stirred at room temperature for 30 minutes. To this mixture is added 3-amino-5-phenylisothiazole (1.76 g), and the resulting mixture is refluxed for 6 hours with stirring. After cooling, the reaction mixture is mixed with water and shaken with toluene. The organic layer is separated, washed with water, dried, and concentrated to dryness to give 1,1-dimethyl-3-(5-phenyl-3-is... The reactants are C1CCOC1, COC(=O)CCc1ccc(CC(O)CO)cc1, CCOC(C)=O, [O-][I+3]([O-])([O-])[O-], [Na+], O. Product: COC(=O)CCc1ccc(CC=O)cc1. RXN SMILES: [CH2:30]1[O:31][CH2:32][CH2:33][CH2:34]1.[CH3:1][O:2][C:3]([CH2:4][CH2:5][c:6]1[cH:7][cH:8][c:9]([CH2:12][CH:13]([CH2:14][OH:15])[OH:16])[cH:10][cH:11]1)=[O:17].[CH3:24][CH2:25][O:26][C:27]([CH3:28])=[O:29].[I+3:18]([O-:19])([O-:20])([O-:21])[O-:22].[Na+:23].[OH2:35]>>[CH3:1][O:2][C:3]([CH2:4][CH2:5][c:6]1[cH:7][cH:8][c:9]([CH2:12][CH:13]=[O:16])[cH:10][cH:11]1)=[O:17]. The reactants are COC(C(CC=1C=C2C=CNC2=CC1)OCCC=C)=O (rac-2-but-3-enyloxy-3-(1H-indol-5-yl)-propionic acid methyl ester), ClCC=1N=C(OC1C)C1=C(C=CC=C1)Cl (4-chloromethyl-2-(2-chloro-phenyl)-5-methyl-oxazole). The product is C(CC=C)OC(C(=O)O)CC=1C=C2C=CN(C2=CC1)CC=1N=C(OC1C)C1=C(C=CC=C1)Cl (rac-2-but-3-enyloxy-3-{1-[2-(2-chloro-phenyl)-5-methyl-oxazol-4-ylmethyl]-1H-indol-5-yl}-propionic acid). Reaction SMILES: C[O:2][C:3](=[O:20])[CH:4]([O:15][CH2:16][CH2:17][CH:18]=[CH2:19])[CH2:5][C:6]1[CH:7]=[C:8]2[C:12](=[CH:13][CH:14]=1)[NH:11][CH:10]=[CH:9]2.Cl[CH2:22][C:23]1[N:24]=[C:25]([C:29]2[CH:34]=[CH:33][CH:32]=[CH:31][C:30]=2[Cl:35])[O:26][C:27]=1[CH3:28]>>[CH2:16]([O:15][CH:4]([CH2:5][C:6]1[CH:7]=[C:8]2[C:12](=[CH:13][CH:14]=1)[N:11]([CH2:22][C:23]1[N:24]=[C:25]([C:29]3[CH:34]=[CH:33][CH:32]=[CH:31][C:30]=3[Cl:35])[O:26][C:27]=1[CH3:28])[CH:10]=[CH:9]2)[C:3]([OH:2])=[O:20])[CH2:17][CH:18]=[CH2:19]. Procedure: In analogy to the procedure described in example 44, rac-2-but-3-enyloxy-3-(1H-indol-5-yl)-propionic acid methyl ester (preparation 9) was reacted with 4-chloromethyl-2-(2-chloro-phenyl)-5-methyl-oxazole to give rac-2-but-3-enyloxy-3-{1-[2-(2-chloro-phenyl)-5-methyl-oxazol-4-ylmethyl]-1H-indol-5-yl}-propionic acid as light yellow solid. Starting materials: ClCCl, CC(O)CCCc1ccc(CCCCNC(=O)OCc2ccccc2)cc1. Yields the product CC(=O)CCCc1ccc(CCCCNC(=O)OCc2ccccc2)cc1. RXN SMILES: [Cl:28][CH2:29][Cl:30].[OH:1][CH:2]([CH2:3][CH2:4][CH2:5][c:6]1[cH:7][cH:8][c:9]([CH2:12][CH2:13][CH2:14][CH2:15][NH:16][C:17]([O:18][CH2:19][c:20]2[cH:21][cH:22][cH:23][cH:24][cH:25]2)=[O:26])[cH:10][cH:11]1)[CH3:27]>>[O:1]=[C:2]([CH2:3][CH2:4][CH2:5][c:6]1[cH:7][cH:8][c:9]([CH2:12][CH2:13][CH2:14][CH2:15][NH:16][C:17]([O:18][CH2:19][c:20]2[cH:21][cH:22][cH:23][cH:24][cH:25]2)=[O:26])[cH:10][cH:11]1)[CH3:27].